This data is from the Open Reaction Database (ORD), a public repository of structured organic reaction records. The task is: describe an organic reaction: reactants, conditions, products, and yield Reactants: CCO, O=C(O)c1c(OCC(F)(F)F)cccc1OCC(F)(F)F, NN, CN(C)C=O. Product: NNC(=O)c1c(OCC(F)(F)F)cccc1OCC(F)(F)F. RXN SMILES: [CH3:29][CH2:30][OH:31].[F:1][C:2]([CH2:3][O:4][c:5]1[c:6]([C:7](=[O:8])[OH:9])[c:10]([O:14][CH2:15][C:16]([F:17])([F:18])[F:19])[cH:11][cH:12][cH:13]1)([F:20])[F:21].[NH2:27][NH2:28].[O:22]=[CH:23][N:24]([CH3:25])[CH3:26]>>[F:1][C:2]([CH2:3][O:4][c:5]1[c:6]([C:7](=[O:8])[NH:27][NH2:28])[c:10]([O:14][CH2:15][C:16]([F:17])([F:18])[F:19])[cH:11][cH:12][cH:13]1)([F:20])[F:21]. Starting materials: [O-]S(=O)(=O)[O-].[Na+].[Na+] (Na2SO4), COC1=C(/C=C/C(C2=CC(=C(C=C2)OC)NC(C2=CC(=CC(=C2)[N+](=O)[O-])[N+](=O)[O-])=O)S(=O)(=O)C(C2=CC(=C(C=C2)OC)NC(C2=CC(=CC(=C2)[N+](=O)[O-])[N+](=O)[O-])=O)\C=C\C2=C(C=C(C=C2OC)OC)OC)C(=CC(=C1)OC)OC ((E)-2,4,6-trimethoxystyryl-3-(3,5-dinitrobenzamido)-4-methoxy-benzylsulfone), O (water), S(=O)([O-])S(=O)[O-].[Na+].[Na+] (sodiumhydrosulfite). Run in O.CC(=O)C (acetone water). Run at temperature 50 celsius, time 30 minute. Product: COC1=C(/C=C/C(C2=CC(=C(C=C2)OC)NC(C2=CC(=CC(=C2)N)N)=O)S(=O)(=O)C(C2=CC(=C(C=C2)OC)NC(C2=CC(=CC(=C2)N)N)=O)\C=C\C2=C(C=C(C=C2OC)OC)OC)C(=CC(=C1)OC)OC ((E)-2,4,6-trimethoxystyryl-3-(3,5,diaminobenzamido)-4-methoxy-benzylsulfone). Reaction SMILES: [CH3:1][O:2][C:3]1[CH:75]=[C:74]([O:76][CH3:77])[CH:73]=[C:72]([O:78][CH3:79])[C:4]=1/[CH:5]=[CH:6]/[CH:7]([S:31]([CH:34](/[CH:58]=[CH:59]/[C:60]1[C:65]([O:66][CH3:67])=[CH:64][C:63]([O:68][CH3:69])=[CH:62][C:61]=1[O:70][CH3:71])[C:35]1[CH:40]=[CH:39][C:38]([O:41][CH3:42])=[C:37]([NH:43][C:44](=[O:57])[C:45]2[CH:50]=[C:49]([N+:51]([O-])=O)[CH:48]=[C:47]([N+:54]([O-])=O)[CH:46]=2)[CH:36]=1)(=[O:33])=[O:32])[C:8]1[CH:13]=[CH:12][C:11]([O:14][CH3:15])=[C:10]([NH:16][C:17](=[O:30])[C:18]2[CH:23]=[C:22]([N+:24]([O-])=O)[CH:21]=[C:20]([N+:27]([O-])=O)[CH:19]=2)[CH:9]=1.S(S([O-])=O)([O-])=O.[Na+].[Na+].O.[O-]S([O-])(=O)=O.[Na+].[Na+]>O.CC(C)=O>[CH3:79][O:78][C:72]1[CH:73]=[C:74]([O:76][CH3:77])[CH:75]=[C:3]([O:2][CH3:1])[C:4]=1/[CH:5]=[CH:6]/[CH:7]([S:31]([CH:34](/[CH:58]=[CH:59]/[C:60]1[C:61]([O:70][CH3:71])=[CH:62][C:63]([O:68][CH3:69])=[CH:64][C:65]=1[O:66][CH3:67])[C:35]1[CH:40]=[CH:39][C:38]([O:41][CH3:42])=[C:37]([NH:43][C:44](=[O:57])[C:45]2[CH:50]=[C:49]([NH2:51])[CH:48]=[C:47]([NH2:54])[CH:46]=2)[CH:36]=1)(=[O:32])=[O:33])[C:8]1[CH:13]=[CH:12][C:11]([O:14][CH3:15])=[C:10]([NH:16][C:17](=[O:30])[C:18]2[CH:19]=[C:20]([NH2:27])[CH:21]=[C:22]([NH2:24])[CH:23]=2)[CH:9]=1 |f:1.2.3,5.6.7,8.9|. Reported procedure: A solution of 2,4,6-trimethoxystyryl-3-(3,5-dinitrobenzamido)-4-methoxy-benzylsulfone (example 5) (1.3 mmol) in acetone water (10:5) was heated to 50° C. After 30 min, sodiumhydrosulfite (Na2S2O4) (26.3 mmol) was added slowly, and the mixture was heated at reflux (50° C., 1 h.), cooled to room temperature and water was added. The product was rinsed with NaHCO3, and then isolated by extraction with ethyl acetate. The organic layer was dried over-anhydrous Na2SO4. The solvent was removed under red... The reactants are CCC(O)C(C)C1OC1CC(C)C=CC=C(C)C1OC(=O)CC(O[Si](CC)(CC)CC)CCC(C)(O)C(OC(C)=O)C=CC1C, O=C(Cl)c1ccccc1, ClCCl, CN(C)c1ccncc1, CCOC(C)=O. The product is CCC(OC(=O)c1ccccc1)C(C)C1OC1CC(C)C=CC=C(C)C1OC(=O)CC(O[Si](CC)(CC)CC)CCC(C)(O)C(OC(C)=O)C=CC1C. RXN SMILES: [C:1]([CH3:2])(=[O:3])[O:4][CH:5]1[C:6]([CH3:44])([OH:45])[CH2:7][CH2:8][CH:9]([O:36][Si:37]([CH2:38][CH3:39])([CH2:40][CH3:41])[CH2:42][CH3:43])[CH2:10][C:11](=[O:12])[O:13][CH:14]([C:19](=[CH:20][CH:21]=[CH:22][CH:23]([CH2:24][CH:25]2[CH:26]([CH:27]([CH:28]([CH2:29][CH3:30])[OH:31])[CH3:32])[O:33]2)[CH3:34])[CH3:35])[CH:15]([CH3:18])[CH:16]=[CH:17]1.[C:46]([c:47]1[cH:48][cH:49][cH:50][cH:51][cH:52]1)(=[O:53])[Cl:54].[CH2:55]([Cl:56])[Cl:57].[CH3:58][N:59]([CH3:60])[c:61]1[cH:62][cH:63][n:64][cH:65][cH:66]1.[CH3:67][CH2:68][O:69][C:70](=[O:71])[CH3:72]>>[C:1]([CH3:2])(=[O:3])[O:4][CH:5]1[C:6]([CH3:44])([OH:45])[CH2:7][CH2:8][CH:9]([O:36][Si:37]([CH2:38][CH3:39])([CH2:40][CH3:41])[CH2:42][CH3:43])[CH2:10][C:11](=[O:12])[O:13][CH:14]([C:19](=[CH:20][CH:21]=[CH:22][CH:23]([CH2:24][CH:25]2[CH:26]([CH:27]([CH:28]([CH2:29][CH3:30])[O:31][C:46]([c:47]3[cH:48][cH:49][cH:50][cH:51][cH:52]3)=[O:53])[CH3:32])[O:33]2)[CH3:34])[CH3:35])[CH:15]([CH3:18])[CH:16]=[CH:17]1. Reactants: CO[C@@H]1CN(CC[C@@H]1N(C)C)CC1=CC=CC=C1 (cis-3-methoxy-N,N-dimethyl-1-(phenylmethyl)-4-piperidinamine), [H][H] (hydrogen). The reagents and catalysts are [Pd] (palladium-on-charcoal). Product: 17, CO[C@@H]1CNCC[C@@H]1N(C)C (cis-3-methoxy-N,N-dimethyl-4-piperidinamine). The yield is 100.0%. As a reaction SMILES: [CH3:1][O:2][C@H:3]1[C@@H:8]([N:9]([CH3:11])[CH3:10])[CH2:7][CH2:6][N:5](CC2C=CC=CC=2)[CH2:4]1.[H][H]>[Pd]>[CH3:1][O:2][C@H:3]1[C@@H:8]([N:9]([CH3:10])[CH3:11])[CH2:7][CH2:6][NH:5][CH2:4]1. Procedure: A mixture of cis-3-methoxy-N,N-dimethyl-1-(phenylmethyl)-4-piperidinamine was hydrogenated at normal pressure and at room temperature with 5 parts of palladium-on-charcoal catalyst 10%. After the calculated amount of hydrogen was taken up, the catalyst was filtered off and the filtrate was evaporated, yielding 17 parts (100%) of cis-3-methoxy-N,N-dimethyl-4-piperidinamine (int. 28).